This data is from the Open Reaction Database (ORD), a public repository of structured organic reaction records. The task is: describe an organic reaction: reactants, conditions, products, and yield Reactants: O=C(c1ccc(Br)cn1)N1CCN(CCO)CC1, O=C([O-])[O-], [Cs+], [Cs+], Nc1ncc([N+](=O)[O-])cn1, CC(=O)[O-], CC(=O)[O-], C1COCCO1, [Pd+2]. Yields the product O=C(c1ccc(Nc2ncc([N+](=O)[O-])cn2)cn1)N1CCN(CCO)CC1. RXN SMILES: [Br:11][c:12]1[cH:13][cH:14][c:15]([C:18](=[O:19])[N:20]2[CH2:21][CH2:22][N:23]([CH2:26][CH2:27][OH:28])[CH2:24][CH2:25]2)[n:16][cH:17]1.[C:29](=[O:30])([O-:31])[O-:32].[Cs+:33].[Cs+:34].[N+:1](=[O:2])([O-:3])[c:4]1[cH:5][n:6][c:7]([NH2:10])[n:8][cH:9]1.[O-:42][C:43]([CH3:44])=[O:45].[O-:46][C:47]([CH3:48])=[O:49].[O:35]1[CH2:36][CH2:37][O:38][CH2:39][CH2:40]1.[Pd+2:41]>>[N+:1](=[O:2])([O-:3])[c:4]1[cH:5][n:6][c:7]([NH:10][c:12]2[cH:13][cH:14][c:15]([C:18](=[O:19])[N:20]3[CH2:21][CH2:22][N:23]([CH2:26][CH2:27][OH:28])[CH2:24][CH2:25]3)[n:16][cH:17]2)[n:8][cH:9]1. The reactants are C(C(=O)O)(=O)O.C(CC)NN (n-propylhydrazine oxalate), C([O-])([O-])=O.[Na+].[Na+] (sodium carbonate), C(C)N=C=O (ethyl isocyanate). Run in O (water), O1CCCC1 (tetrahydrofuran). Reaction conditions: time 16 hour. Yields the product C(C)NC(N(N)CCC)=O (4-ethyl-2-propyl semicarbazide). As a reaction SMILES: C(O)(=O)C(O)=O.[CH2:7]([NH:10][NH2:11])[CH2:8][CH3:9].C(=O)([O-])[O-].[Na+].[Na+].[CH2:18]([N:20]=[C:21]=[O:22])[CH3:19]>O.O1CCCC1>[CH2:18]([NH:20][C:21](=[O:22])[N:10]([CH2:7][CH2:8][CH3:9])[NH2:11])[CH3:19] |f:0.1,2.3.4|. Procedure: To a stirred slurry of 3.35 g (20 mmol) of n-propylhydrazine oxalate and 2.24 g (20 mmol) of sodium carbonate in 50 mL of water and 10 mL of tetrahydrofuran (THF) was added 1.7 mL (21.5 mmol) of ethyl isocyanate. The mixture was stirred at room temperature for 16 h and evaporated in vacuo to leave crude 4-ethyl-2-propyl semicarbazide as a white solid.